The task is: describe an organic reaction: reactants, conditions, products, and yield. This data is from the Open Reaction Database (ORD), a public repository of structured organic reaction records. The reactants are ClC1=NC(=NC(=C1)C1=CC=C(C=C1)OCC)N (4-chloro-6-(4-ethoxy-phenyl)-pyrimidin-2-ylamine), C(C)(=O)OC(C)=O (acetic anhydride). The solvent is O (water). Conditions: temperature 80 celsius, time 12 hour. Yields the product ClC1=NC(=NC(=C1)C1=CC=C(C=C1)OCC)NC=O (N-[4-chloro-6-(4-ethoxy-phenyl)-pyrimidin-2-yl]-formamide). Isolated yield 71.0%. RXN SMILES: [Cl:1][C:2]1[CH:7]=[C:6]([C:8]2[CH:13]=[CH:12][C:11]([O:14][CH2:15][CH3:16])=[CH:10][CH:9]=2)[N:5]=[C:4]([NH2:17])[N:3]=1.[C:18](OC(=O)C)(=[O:20])C>O>[Cl:1][C:2]1[CH:7]=[C:6]([C:8]2[CH:9]=[CH:10][C:11]([O:14][CH2:15][CH3:16])=[CH:12][CH:13]=2)[N:5]=[C:4]([NH:17][CH:18]=[O:20])[N:3]=1. Procedure: A mixture of compound 4-chloro-6-(4-ethoxy-phenyl)-pyrimidin-2-ylamine (0.4 g, 1.6 mmol) and acetic anhydride (0.98 g, 9.61 mmol) was stirred at 80° C. for 12 hours. After completion the reaction mixture was poured into cold water (50 mL) and stirred for 10 to 15 minutes at temperature in the range of 20-40° C. The mixture was extracted with dichloromethane, washed with water, dried over anhydrous sodium sulphate, and concentrated. The residue thus obtained was purified by column chromatography ... Reactants: ClC1=NC=C(C(=N1)Cl)I (2,4-dichloro-5-iodopyrimidine), NCCCNC(CC1=CC=CC=C1)=O (N-(3-amino-propyl)-2-phenyl-acetamide), CC1(OB(OC1(C)C)C=1SC=CC1)C (4,4,5,5-tetramethyl-2-(2-thienyl)-1,3,2-dioxaborolane). Yields the product ClC1=NC=C(C(=N1)NCCCNC(CC1=CC=CC=C1)=O)C=1SC=CC1 (N-[3-(2-chloro-5-thiophen-2-yl-pyrimidine-4-ylamino)-propyl]-2-phenyl-acetamide). RXN SMILES: [Cl:1][C:2]1[N:7]=[C:6](Cl)[C:5](I)=[CH:4][N:3]=1.[NH2:10][CH2:11][CH2:12][CH2:13][NH:14][C:15](=[O:23])[CH2:16][C:17]1[CH:22]=[CH:21][CH:20]=[CH:19][CH:18]=1.CC1(C)C(C)(C)OB([C:32]2[S:33][CH:34]=[CH:35][CH:36]=2)O1>>[Cl:1][C:2]1[N:7]=[C:6]([NH:10][CH2:11][CH2:12][CH2:13][NH:14][C:15](=[O:23])[CH2:16][C:17]2[CH:22]=[CH:21][CH:20]=[CH:19][CH:18]=2)[C:5]([C:32]2[S:33][CH:34]=[CH:35][CH:36]=2)=[CH:4][N:3]=1. Procedure details: Preparation according to procedures 2 and 3 with the use of 2,4-dichloro-5-iodopyrimidine, N-(3-amino-propyl)-2-phenyl-acetamide and 4,4,5,5-tetramethyl-2-(2-thienyl)-1,3,2-dioxaborolane.